Dataset: the Open Reaction Database (ORD), a public repository of structured organic reaction records. Task: describe an organic reaction: reactants, conditions, products, and yield Reactants: Cl (HCl), NC=1SC=CN1 (2-aminothiazole), N1=CC=CC=C1 (pyridine), C(#N)C=1C=C(C=CC1F)S(=O)(=O)Cl (3-cyano-4-fluorobenzenesulfonyl chloride). Solvent: ClCCl (dichloromethane), ClCCl (dichloromethane). The product is C(#N)C=1C=C(C=CC1F)S(=O)(=O)NC=1SC=CN1 (3-cyano-4-fluoro-N-(thiazol-2-yl)benzenesulfonamide). Isolated yield 66.6%. Reaction SMILES: [NH2:1][C:2]1[S:3][CH:4]=[CH:5][N:6]=1.N1C=CC=CC=1.[C:13]([C:15]1[CH:16]=[C:17]([S:22](Cl)(=[O:24])=[O:23])[CH:18]=[CH:19][C:20]=1[F:21])#[N:14].Cl>ClCCl>[C:13]([C:15]1[CH:16]=[C:17]([S:22]([NH:1][C:2]2[S:3][CH:4]=[CH:5][N:6]=2)(=[O:24])=[O:23])[CH:18]=[CH:19][C:20]=1[F:21])#[N:14]. Procedure details: To 2-aminothiazole (12.55 g, 125.3 mmol) was added pyridine (46 ml) and dichloromethane (75 mL) and the mixture stirred to give a solution. A solution of 3-cyano-4-fluorobenzenesulfonyl chloride (25 g, 114 mmol) in dichloromethane (50 ml) was added over approx 20 minutes at room temperature. The reaction was stirred at this temperature for 2 days before decanting the supernatant and concentrating in vacuo to furnish a dark oil. 2M HCl (200 ml) was added and the mixture triturated until solidific... Starting materials: [Al+3], COc1cc(C=O)cc(Br)c1O, [Cl-], [Cl-], [Cl-], ClCCl, Cl, c1ccncc1. Product: O=Cc1cc(O)c(O)c(Br)c1. As a reaction SMILES: [Al+3:14].[Br:1][c:2]1[cH:3][c:4]([CH:5]=[O:6])[cH:7][c:8]([O:11][CH3:12])[c:9]1[OH:10].[Cl-:13].[Cl-:15].[Cl-:16].[Cl:24][CH2:25][Cl:26].[ClH:23].[cH:17]1[cH:18][cH:19][n:20][cH:21][cH:22]1>>[Br:1][c:2]1[cH:3][c:4]([CH:5]=[O:6])[cH:7][c:8]([OH:11])[c:9]1[OH:10]. Reactants: O1C(=CC=C1)C=1N=C(SC1C(C1=NC=C(C=C1)OC)O)NC(OC(C)(C)C)=O (tert-Butyl N-[4-(2-furyl)-5-[1-hydroxy-1-(5-methoxypyridin-2-yl)methyl]thiazol-2-yl]carbamate), CO (Methanol). Solvent: ClCCl (dichloromethane). Conditions: time 1 hour. Yields the product O1C(=CC=C1)C=1N=C(SC1C(=O)C1=NC=C(C=C1)OC)NC(OC(C)(C)C)=O (tert-Butyl N-[4-(2-furyl)-5-(5-methoxypyridin-2-ylcarbonyl)thiazol-2-yl]carbamate). The yield is 91.0%. As a reaction SMILES: [O:1]1[CH:5]=[CH:4][CH:3]=[C:2]1[C:6]1[N:7]=[C:8]([NH:21][C:22](=[O:28])[O:23][C:24]([CH3:27])([CH3:26])[CH3:25])[S:9][C:10]=1[CH:11]([OH:20])[C:12]1[CH:17]=[CH:16][C:15]([O:18][CH3:19])=[CH:14][N:13]=1.CO>ClCCl>[O:1]1[CH:5]=[CH:4][CH:3]=[C:2]1[C:6]1[N:7]=[C:8]([NH:21][C:22](=[O:28])[O:23][C:24]([CH3:26])([CH3:25])[CH3:27])[S:9][C:10]=1[C:11]([C:12]1[CH:17]=[CH:16][C:15]([O:18][CH3:19])=[CH:14][N:13]=1)=[O:20]. Procedure: Compound 296 (697 mg, 1.73 mmol) was dissolved in dichloromethane (10 mL), and DMP (848 mg, 2.00 mmol) was added thereto, followed by stirring at room temperature for 1 hour. Methanol (10 mL) was added to the reaction mixture, followed by stirring for 10 minutes, and the solvent was distilled away under reduced pressure. The resulting residue was purified through silica gel column chromatography (hexane:ethyl acetate=1:1) to afford the entitled Compound 297 (632 mg, 91%).